From a dataset of the Open Reaction Database (ORD), a public repository of structured organic reaction records. describe an organic reaction: reactants, conditions, products, and yield Reactants: [Rh(COD)Cl]2, (S)—(R)-PPF-PtBu2, 1, C1CCOC1 (THF), ClC1=CC=C(C=C1)O (4-chlorophenol), C(C)OCC (diethyl ether). Run at temperature 80 celsius. The product is ClC1=CC=C(O[C@@H]2[C@H](C3=CC=CC=C3C=C2)O)C=C1 ((1S,2S)-2-(4-Chlorophenoxy)-1,2,-dihydro-naphthalen-1-ol). Isolated yield 89.0%. As a reaction SMILES: [CH2:1]1[CH2:5][O:4][CH2:3][CH2:2]1.[Cl:6][C:7]1[CH:12]=[CH:11][C:10]([OH:13])=[CH:9][CH:8]=1.C(O[CH2:17][CH3:18])C>>[Cl:6][C:7]1[CH:12]=[CH:11][C:10]([O:13][C@H:18]2[CH:17]=[CH:5][C:1]3[C:2](=[CH:5][CH:1]=[CH:2][CH:3]=3)[C@@H:3]2[OH:4])=[CH:9][CH:8]=1. Procedure: To a flame dried round-bottomed flask, [Rh(COD)Cl]2 (1.7 mg, 0.0035 mmol), (S)—(R)-PPF-PtBu2 (3.8 mg, 0.0069 mmol) and 1 (100 mg, 0.694 mmol) were added followed by addition of THF (2.5 mL) and 4-chlorophenol (446 mg, 3.47 mmol). The mixture was heated at 80° C. for 6 hours, then poured into diethyl ether and extracted 3 times with 10% aqueous sodium hydroxide solution. The aqueous extracts were combined and back-extracted three times with diethyl ether. The combined ether extracts were washed w... The reactants are CN[C@@H](C(C1=CC=CC=C1)(C)C)C(=O)N[C@@H](C(C)(C)C)C(=O)N(C)[C@H](\C=C(/C)\S(=O)(=O)OCC)C(C)C (N,β,β-trimethyl-L-phenylalanyl-N1-[(1S,2E)-3-(ethoxysulfonyl)-1-isopropylbut-2-enyl]-N1,3-dimethyl-L-valinamide). Reagents/catalysts: [I-].C(CCC)[N+](CCCC)(CCCC)CCCC (tetrabutylammonium iodide). Run in CC(=O)C (acetone). Conditions: time 8 hour. Yields the product CN[C@@H](C(C1=CC=CC=C1)(C)C)C(=O)N[C@@H](C(C)(C)C)C(=O)N(C)[C@H](\C=C(/C)\S(=O)(=O)O)C(C)C (N,β,β-trimethyl-L-phenylalanyl-N1-[(1S,2E)-1-isopropyl-3-sulfobut-2-enyl] N1,3-dimethyl-L-valinamide), CN[C@@H](C(C1=CC=CC=C1)(C)C)C(=O)N[C@@H](C(C)(C)C)C(=O)N(C)[C@H](\C=C(\C)/S(=O)(=O)O)C(C)C (N,β,β-trimethyl-L-phenylalanyl-N1-[(1S,2Z)-1-isopropyl-3-sulfobut-2-enyl]-N1,3-dimethyl-L-valinamide). Isolated yield 28.0%. RXN SMILES: [CH3:1][NH:2][C@H:3]([C:13]([NH:15][C@H:16]([C:21]([N:23]([C@@H:25]([CH:35]([CH3:37])[CH3:36])/[CH:26]=[C:27](/[S:29]([O:32]CC)(=[O:31])=[O:30])\[CH3:28])[CH3:24])=[O:22])[C:17]([CH3:20])([CH3:19])[CH3:18])=[O:14])[C:4]([CH3:12])([CH3:11])[C:5]1[CH:10]=[CH:9][CH:8]=[CH:7][CH:6]=1>CC(C)=O.[I-].C([N+](CCCC)(CCCC)CCCC)CCC>[CH3:1][NH:2][C@H:3]([C:13]([NH:15][C@H:16]([C:21]([N:23]([C@@H:25]([CH:35]([CH3:37])[CH3:36])/[CH:26]=[C:27](/[S:29]([OH:32])(=[O:31])=[O:30])\[CH3:28])[CH3:24])=[O:22])[C:17]([CH3:20])([CH3:19])[CH3:18])=[O:14])[C:4]([CH3:11])([CH3:12])[C:5]1[CH:6]=[CH:7][CH:8]=[CH:9][CH:10]=1.[CH3:1][NH:2][C@H:3]([C:13]([NH:15][C@H:16]([C:21]([N:23]([C@@H:25]([CH:35]([CH3:37])[CH3:36])/[CH:26]=[C:27](\[S:29]([OH:32])(=[O:31])=[O:30])/[CH3:28])[CH3:24])=[O:22])[C:17]([CH3:20])([CH3:19])[CH3:18])=[O:14])[C:4]([CH3:11])([CH3:12])[C:5]1[CH:6]=[CH:7][CH:8]=[CH:9][CH:10]=1 |f:2.3|. Procedure details: A solution of N,β,β-trimethyl-L-phenylalanyl-N1-[(1S,2E)-3-(ethoxysulfonyl)-1-isopropylbut-2-enyl]-N1,3-dimethyl-L-valinamide (30 mg, 0.046 mmol, from Example 65) in acetone (2 mL) is treated with tetrabutylammonium iodide (20 mg, 0.055 mmol). The reaction mixture is refluxed for 7 h, and then stirred at room temperature overnight. The solvent is removed. The residue is purified by reversal phase HPLC (mobile phase A: 0.1% TFA/5% acetonitrile/H2O, mobile phase B: 100% acetonitrile) to give 12 mg... Reactants: desired acid, ClC=1C=C(C=O)C=C(C1)C(C)(C)O (3-chloro-5-(2-hydroxypropan-2-yl)benzaldehyde), C(CC(=O)O)(=O)O (malonic acid), C(C)(=O)[O-].[NH4+] (ammonium acetate), ClC=1C=C(C=C(C1)C(C)(C)O)C=CC(=O)O (3-(3-chloro-5-(2-hydroxypropan-2-yl)phenyl)acrylic acid). Run in C(C)(C)O (isopropanol). Product: NC(CC(=O)O)C1=CC(=CC(=C1)C(C)(C)O)Cl (racemic 3-amino-3-(3-chloro-5-(2-hydroxypropan-2-yl)phenyl)propionic acid). Reaction SMILES: ClC1C=C(C=C(C(O)(C)C)C=1)C=O.C(O)(=O)CC(O)=O.C([O-])(=O)C.[NH4+:25].[Cl:26][C:27]1[CH:28]=[C:29]([CH:37]=[CH:38][C:39]([OH:41])=[O:40])[CH:30]=[C:31]([C:33]([OH:36])([CH3:35])[CH3:34])[CH:32]=1>C(O)(C)C>[NH2:25][CH:37]([C:29]1[CH:30]=[C:31]([C:33]([OH:36])([CH3:35])[CH3:34])[CH:32]=[C:27]([Cl:26])[CH:28]=1)[CH2:38][C:39]([OH:41])=[O:40] |f:2.3|. Procedure: A suspension of 3-chloro-5-(2-hydroxypropan-2-yl)benzaldehyde (2.35 g, 11.83 mmol), malonic acid (1.50 g, 14.41 mmol) and ammonium acetate (1.85 g, 24.00 mmol) in isopropanol (30.0 mL) was heated at reflux under nitrogen atmosphere for 4 h to afford a colorless suspension in a yellow-orange solution. The hot reaction mixture was filtered and the solid was washed with hot isopropanol (2×25 mL) and discarded. The filtrate was evaporated in vacuo to afford a mixture of the desired acid (40%) and th... Procedure: Wang resin loaded with Fmoc-glycine (88 mg, 0.045 mmol) was placed in a Teflon tube equipped with a frit on a mechanical shaker. The resin was allowed to swell in dimethyl formamide (1.5 ml) for 1 h. The solvent was removed by suction and the resin was agitated with 20% piperidine in N,N-dimethylformamide (1.5 ml) for 30 minutes. The solution was removed by suction and the resin was washed with N,N-dimethylformamide (3×1.5 ml). To a solution of (8-naphthalen-1-ylmethyl-4-oxo-1-phenyl-1,3,8-triaz... Yields the product COC(CN(C(C)=O)N1CN(C2(C1=O)CCN(CC2)CC2=CC=CC1=CC=CC=C21)C2=CC=CC=C2)=O ((8-Naphthalen-1-ylmethyl-4-oxo-1-phenyl-1.3,8-triaza-spiro[4.5]dec-3-yl)-acetylglycine methyl ester). Solvent: O1CCCC1.CO (tetrahydrofuran methanol), O1CCCC1.CO (tetrahydrofuran methanol), CN(C=O)C (dimethyl formamide), CN(C=O)C (dimethyl formamide). Conditions: time 30 minute. The reactants are C(C)(=O)O (acetic acid), C[O-].[Na+] (sodium methoxide), C(=O)(OCC1C2=CC=CC=C2C2=CC=CC=C12)NCC(=O)O (Fmoc-glycine), C(C)(C)N(CC)C(C)C (diisopropylethylamine), C1(=CC=CC2=CC=CC=C12)CN1CCC2(C(N(CN2C2=CC=CC=C2)CC(=O)O)=O)CC1 ((8-naphthalen-1-ylmethyl-4-oxo-1-phenyl-1,3,8-triaza-spiro[4.5]dec-3-yl)-acetic acid), C(C)(C)N=C=NC(C)C (diisopropylcarbodiimide), ON1N=NC2=C1C=CC=C2 (1-hydroxy-1H-benzotriazol). RXN SMILES: C(NCC(O)=O)(OC[CH:5]1[C:17]2[C:12](=[CH:13][CH:14]=[CH:15][CH:16]=2)[C:11]2[C:6]1=CC=[CH:9][CH:10]=2)=O.C1(CN2CC[C:37]3(N(C4C=CC=CC=4)C[N:39]([CH2:48][C:49]([OH:51])=[O:50])[C:38]3=[O:52])CC2)C2C(=CC=CC=2)C=CC=1.[CH:55]([N:58]=C=NC(C)C)(C)C.O[N:65]1[C:69]2[CH:70]=[CH:71][CH:72]=[CH:73][C:68]=2N=N1.C([N:77]([CH:80]([CH3:82])C)[CH2:78][CH3:79])(C)C.[CH3:83][O-].[Na+].[C:86]([OH:89])(=O)[CH3:87]>CN(C)C=O.O1CCCC1.CO>[CH3:83][O:51][C:49](=[O:50])[CH2:48][N:39]([N:58]1[C:86](=[O:89])[C:87]2([CH2:79][CH2:78][N:77]([CH2:6][C:11]3[C:12]4[C:17](=[CH:16][CH:15]=[CH:14][CH:13]=4)[CH:5]=[CH:9][CH:10]=3)[CH2:80][CH2:82]2)[N:65]([C:69]2[CH:68]=[CH:73][CH:72]=[CH:71][CH:70]=2)[CH2:55]1)[C:38](=[O:52])[CH3:37] |f:5.6,9.10|. The reactants are COC(=O)c1ccn2cncc2c1Cl, Cc1ccccc1, Nc1ccc(C2CCC2)cc1F, COc1cccc(OC)c1-c1ccccc1P(C1CCCCC1)C1CCCCC1, [K+], [K+], [K+], O=C(C=Cc1ccccc1)C=Cc1ccccc1, O=C(C=Cc1ccccc1)C=Cc1ccccc1, O=C(C=Cc1ccccc1)C=Cc1ccccc1, O=P([O-])([O-])[O-], [Pd], [Pd]. Reaction SMILES: [CH3:1][O:2][C:3](=[O:4])[c:5]1[c:6]([Cl:14])[c:7]2[n:8]([cH:9][cH:10]1)[cH:11][n:12][cH:13]2.[CH3:64][c:65]1[cH:66][cH:67][cH:68][cH:69][cH:70]1.[CH:15]1([c:19]2[cH:20][c:21]([F:26])[c:22]([NH2:23])[cH:24][cH:25]2)[CH2:16][CH2:17][CH2:18]1.[CH:27]1([P:28]([CH:29]2[CH2:30][CH2:31][CH2:32][CH2:33][CH2:34]2)[c:35]2[cH:36][cH:37][cH:38][cH:39][c:40]2-[c:41]2[c:42]([O:43][CH3:44])[cH:45][cH:46][cH:47][c:48]2[O:49][CH3:50])[CH2:51][CH2:52][CH2:53][CH2:54][CH2:55]1.[K+:61].[K+:62].[K+:63].[O:109]=[C:110]([CH:111]=[CH:112][c:113]1[cH:114][cH:115][cH:116][cH:117][cH:118]1)[CH:119]=[CH:120][c:121]1[cH:122][cH:123][cH:124][cH:125][cH:126]1.[O:73]=[C:74]([CH:75]=[CH:76][c:77]1[cH:78][cH:79][cH:80][cH:81][cH:82]1)[CH:83]=[CH:84][c:85]1[cH:86][cH:87][cH:88][cH:89][cH:90]1.[O:91]=[C:92]([CH:93]=[CH:94][c:95]1[cH:96][cH:97][cH:98][cH:99][cH:100]1)[CH:101]=[CH:102][c:103]1[cH:104][cH:105][cH:106][cH:107][cH:108]1.[P:56]([O-:57])([O-:58])([O-:59])=[O:60].[Pd:71].[Pd:72]>>[CH3:1][O:2][C:3](=[O:4])[c:5]1[c:6]([NH:23][c:22]2[c:21]([F:26])[cH:20][c:19]([CH:15]3[CH2:16][CH2:17][CH2:18]3)[cH:25][cH:24]2)[c:7]2[n:8]([cH:9][cH:10]1)[cH:11][n:12][cH:13]2. Product: COC(=O)c1ccn2cncc2c1Nc1ccc(C2CCC2)cc1F. Starting materials: Cl.COCCC(=N)N (3-methoxy-propionamidine hydrochloride), BrBr (bromine), C[O-].[Na+] (sodium methylate), BrBr (bromine), [S-]C#N.[K+] (potassium thiocyanate). Run in CO (methanol), CO (methanol), CO (methanol). Reaction conditions: temperature 5 celsius, time 2 hour. Yields the product COCCC1=NSC(=N1)N (3-(2-methoxy-ethyl)-[1,2,4]thiadiazol-5-ylamine). Isolated yield 73.2%. RXN SMILES: Cl.[CH3:2][O:3][CH2:4][CH2:5][C:6]([NH2:8])=[NH:7].BrBr.C[O-].[Na+].[S-:14][C:15]#[N:16].[K+]>CO>[CH3:2][O:3][CH2:4][CH2:5][C:6]1[N:8]=[C:15]([NH2:16])[S:14][N:7]=1 |f:0.1,3.4,5.6|. Procedure: To a solution of 3-methoxy-propionamidine hydrochloride (4.8 g, 0.035 mol) in methanol (20 mL) at 0° C. under vigorous stirring was added dropwise bromine (1.78 mL, 0.035 mol) and a 5.4M sodium methylate solution in methanol (13 mL, 0.035 mol) simultaneously over 30 min maintaining a slight bromine excess by color. To the resulting nearly colorless suspension was added dropwise a solution of potassium thiocyanate (3.37 g, 0.035 mol) in methanol (20 mL) over 10 min at 0-10° C. The resulting mixtu... Reactants: C(CC)C1=C(SC2=C1C=CC(=C2)C(F)(F)F)CO ([3-propyl-6-(trifluoromethyl)-benzothiophen-2-yl]methanol), CCOCC (ether), 3A, [Cr](=O)(=O)([O-])Cl.[NH+]1=CC=CC=C1 (pyridinium chlorochromate). Run in ClCCl (dichloromethane). Conditions: time 40 minute. The product is C(CC)C1=C(SC2=C1C=CC(=C2)C(F)(F)F)C=O (3-Propyl-6-(trifluoromethyl)benzothiophene-2-carboxaldehyde). The yield is 89.6%. As a reaction SMILES: [CH2:1]([C:4]1[C:8]2[CH:9]=[CH:10][C:11]([C:13]([F:16])([F:15])[F:14])=[CH:12][C:7]=2[S:6][C:5]=1[CH2:17][OH:18])[CH2:2][CH3:3].[Cr](Cl)([O-])(=O)=O.[NH+]1C=CC=CC=1.CCOCC>ClCCl>[CH2:1]([C:4]1[C:8]2[CH:9]=[CH:10][C:11]([C:13]([F:15])([F:16])[F:14])=[CH:12][C:7]=2[S:6][C:5]=1[CH:17]=[O:18])[CH2:2][CH3:3] |f:1.2|. Reported procedure: To a suspension of [3-propyl-6-(trifluoromethyl)-benzothiophen-2-yl]methanol (126 mg, 0.459 mmol) and powdered Molecular sieves 3A (250 mg) in dichloromethane (2.3 mL) was added pyridinium chlorochromate (198 mg, 0.919 mmol). The mixture was stirred for 40 minutes at room temperature, to which was added ether (20 mL) and silica gel (Wakogel C-300HG, 2 g). The mixture was stirred for 10 minutes at room temperature, and filtered. The filtered cake was washed out with ether. The filtrate and washin... The reactants are C(C)OC1=CC(C2=CC=CC=C2C1=O)=NS(=O)(=O)C=1SC=CC1 (N-(3-ethoxy-4-oxonaphthalen-1(4H)-ylidene)thiophene-2-sulfonamide), C(C)O (ethanol), ClC1=C/C(/C2=CC=CC=C2C1=O)=N\S(=O)(=O)C=1SC=CC1 ((E)-N-(3-chloro-4-oxonaphthalen-1(4H)-ylidene)thiophene-2-sulfonamide), [O-]CC.[Na+] (sodium ethoxide), C(C)O (ethanol). Run at time 5 minute. Yields the product OC1=C(C=C(C2=CC=CC=C12)NS(=O)(=O)C=1SC=CC1)S(=O)(=O)CC(=O)O (2-(1-hydroxy-4-(thiophene-2-sulfonamido)naphthalen-2-ylsulfonyl)acetic acid). Yield: 28.8%. RXN SMILES: C(O[C:4]1[C:13](=[O:14])[C:12]2[C:7](=[CH:8][CH:9]=[CH:10][CH:11]=2)[C:6](=[N:15][S:16]([C:19]2[S:20][CH:21]=[CH:22][CH:23]=2)(=[O:18])=[O:17])[CH:5]=1)C.ClC1C(=O)C2C(=CC=CC=2)/C(=N/[S:37](C2SC=CC=2)(=[O:39])=[O:38])/C=1.[O-:45][CH2:46][CH3:47].[Na+].C([OH:51])C>>[OH:14][C:13]1[C:12]2[C:7](=[CH:8][CH:9]=[CH:10][CH:11]=2)[C:6]([NH:15][S:16]([C:19]2[S:20][CH:21]=[CH:22][CH:23]=2)(=[O:17])=[O:18])=[CH:5][C:4]=1[S:37]([CH2:47][C:46]([OH:51])=[O:45])(=[O:39])=[O:38] |f:2.3|. Procedure: 5.2.36 N-(3-ethoxy-4-oxonaphthalen-1(4H)-ylidene)thiophene-2-sulfonamide (13a): 33.8 mg (E)-N-(3-chloro-4-oxonaphthalen-1(4H)-ylidene)thiophene-2-sulfonamide was suspended in 2 ml ethanol, to which was added 0.5 ml sodium ethoxide in ethanol solution (0.2 M). The suspension disappeared and in 5 min it turned cloudy with yellow precipitate. The resulting reaction mixture was concentrated and the crude product was purified by flash column (EtOAc/Hex) affording the title compound 10 mg (28.8%) as a... The reactants are C([O-])([O-])=O.[K+].[K+] (potassium carbonate), BrCC(=O)OCC (ethyl bromoacetate), C(C1=CC=CC=C1)OC1=CC(=CC=2CCCOC21)O (8-benzyloxy-3,4-dihydro-6-hydroxy-2H-1-benzopyran). The solvent is CC(=O)C (acetone). Product: C(C1=CC=CC=C1)OC1=CC(=CC=2CCCOC21)OCC(=O)OCC (8-benzyloxy-3,4-dihydro-6-ethoxycarbonylmethoxy-2H-1-benzopyran). Yield: 99.5%. Reaction SMILES: [CH2:1]([O:8][C:9]1[C:18]2[O:17][CH2:16][CH2:15][CH2:14][C:13]=2[CH:12]=[C:11]([OH:19])[CH:10]=1)[C:2]1[CH:7]=[CH:6][CH:5]=[CH:4][CH:3]=1.C(=O)([O-])[O-].[K+].[K+].Br[CH2:27][C:28]([O:30][CH2:31][CH3:32])=[O:29]>CC(C)=O>[CH2:1]([O:8][C:9]1[C:18]2[O:17][CH2:16][CH2:15][CH2:14][C:13]=2[CH:12]=[C:11]([O:19][CH2:27][C:28]([O:30][CH2:31][CH3:32])=[O:29])[CH:10]=1)[C:2]1[CH:3]=[CH:4][CH:5]=[CH:6][CH:7]=1 |f:1.2.3|. Procedure details: 0.82 g of 8-benzyloxy-3,4-dihydro-6-hydroxy-2H-1-benzopyran (0.82 g) was dissolved in 300 ml of anhydrous acetone, and 0.88 g of anhydrous potassium carbonate and 1.07 g of ethyl bromoacetate were added. The mixture was stirred under reflux for 7 hours. After the reaction, the insoluble matter was removed by filtration, and the solvent was distilled off. The residue was dissolved in 50 ml of chloroform, washed with water and dried. The solvent was distilled off to give 1.09 g (yield 99.5%) of 8-...